From a dataset of the Open Reaction Database (ORD), a public repository of structured organic reaction records. describe an organic reaction: reactants, conditions, products, and yield The reactants are CC(C)(C(C)(O)C)O (2,3-dimethylbutane-2,3-diol), C(C)(C)[Si](C=1OC=CN1)(C(C)C)C(C)C (2-(triisopropylsilyl)oxazole), CCCCCC.C(CCC)[Li] (n-butyllithium hexane), C(C)(C)OB(OC(C)C)OC(C)C (triisopropylborate). Solvent: C1CCOC1 (THF), C(C)(=O)O (acetic acid), C1CCOC1 (THF). Conditions: temperature -78 celsius, time 1 hour. Product: CC1(OB(OC1(C)C)C1=CN=C(O1)[Si](C(C)C)(C(C)C)C(C)C)C (5-(4,4,5,5-tetramethyl-1,3,2-dioxaborolan-2-yl)-2-(triisopropylsilyl)oxazole). Reaction SMILES: [CH:1]([Si:4]([CH:13]([CH3:15])[CH3:14])([CH:10]([CH3:12])[CH3:11])[C:5]1[O:6][CH:7]=[CH:8][N:9]=1)([CH3:3])[CH3:2].CCCCCC.C([Li])CCC.C(O[B:31]([O:36][CH:37]([CH3:39])[CH3:38])[O:32][CH:33]([CH3:35])[CH3:34])(C)C.CC(O)(C(C)(O)C)C>C1COCC1.C(O)(=O)C>[CH3:39][C:37]1([CH3:38])[C:33]([CH3:34])([CH3:35])[O:32][B:31]([C:7]2[O:6][C:5]([Si:4]([CH:1]([CH3:3])[CH3:2])([CH:10]([CH3:12])[CH3:11])[CH:13]([CH3:15])[CH3:14])=[N:9][CH:8]=2)[O:36]1 |f:1.2|. Reported procedure: To a solution of 2-(triisopropylsilyl)oxazole (6.7 g) in THF (200 mL) was added dropwise n-butyllithium hexane solution (1.6M, 22.3 mL) at −78° C. The reaction mixture was stirred at −78° C. for 1 hr under nitrogen atmosphere, triisopropylborate (8.2 mL) was added thereto, and mixture was stirred at −78° C. for 2 hr. The mixture was allowed to be warmed to room temperature, and stirred overnight. To the reaction mixture was added a solution of 2,3-dimethylbutane-2,3-diol (3.51 g) in THF (20 mL) ... Starting materials: CCCCI, C1CCOC1, CCCCCCC, CC(C)[N-]C(C)C, O=C(O)C1CCC1, Cl, [Li+], C1CCOC1, c1ccccc1. The product is CCCCC1(C(=O)O)CCC1. As a reaction SMILES: [CH2:16]([CH2:17][CH2:18][CH3:19])[I:20].[CH2:40]1[O:41][CH2:42][CH2:43][CH2:44]1.[CH3:33][CH2:34][CH2:35][CH2:36][CH2:37][CH2:38][CH3:39].[CH:1]([N-:2][CH:3]([CH3:4])[CH3:5])([CH3:6])[CH3:7].[CH:9]1([C:13](=[O:14])[OH:15])[CH2:10][CH2:11][CH2:12]1.[ClH:21].[Li+:8].[O:28]1[CH2:29][CH2:30][CH2:31][CH2:32]1.[cH:22]1[cH:23][cH:24][cH:25][cH:26][cH:27]1>>[C:9]1([C:13](=[O:14])[OH:15])([CH2:16][CH2:17][CH2:18][CH3:19])[CH2:10][CH2:11][CH2:12]1. Reactants: NC1=CC=C(C=C1)NC1=C2C3=C(C(NC2=NC=C1)=O)C=CC=C3 (1-(4-Aminophenylamino)benzo[c][1,8]naphthyridin-6(5H)-one), CCN(C(C)C)C(C)C (DIEA), C1(=CC=CC=C1)S(=O)(=O)Cl (benzenesulfonyl chloride). Run in COCCOC (DME). Reaction conditions: time 4 hour. Product: O=C1NC2=NC=CC(=C2C2=C1C=CC=C2)NC2=CC=C(C=C2)NS(=O)(=O)C2=CC=CC=C2 (N-(4-(6-Oxo-5,6-dihydrobenzo[c][1,8]naphthyridin-1-ylamino)phenyl)benzenesulfonamide). Yield: 34.8%. Reaction SMILES: [NH2:1][C:2]1[CH:7]=[CH:6][C:5]([NH:8][C:9]2[CH:18]=[CH:17][N:16]=[C:15]3[C:10]=2[C:11]2[CH:23]=[CH:22][CH:21]=[CH:20][C:12]=2[C:13](=[O:19])[NH:14]3)=[CH:4][CH:3]=1.CCN(C(C)C)C(C)C.[C:33]1([S:39](Cl)(=[O:41])=[O:40])[CH:38]=[CH:37][CH:36]=[CH:35][CH:34]=1>COCCOC>[O:19]=[C:13]1[C:12]2[CH:20]=[CH:21][CH:22]=[CH:23][C:11]=2[C:10]2[C:15](=[N:16][CH:17]=[CH:18][C:9]=2[NH:8][C:5]2[CH:4]=[CH:3][C:2]([NH:1][S:39]([C:33]3[CH:38]=[CH:37][CH:36]=[CH:35][CH:34]=3)(=[O:41])=[O:40])=[CH:7][CH:6]=2)[NH:14]1. Reported procedure: 340 (40 mg, 0.13 mmol), DIEA (34 mg, 0.26 mmol), and benzenesulfonyl chloride (47 mg, 0.26 mmol) were suspended in DME (2 mL), and stirred for 4 h at room temperature. The precipitate formed during the reaction was filtered, washed with EtOAc, and dried under vacuum to provide 341 (20 mg, 34% yield) as a solid. LC-MS (M+H=443, obsd.=443). Starting materials: [BH4-].[Na+] (NaBH4), COC1=CC=CC2=C1N=C(S2)O[C@@H]2CC[C@H](CC2)N (trans-4-(4-methoxy-benzothiazol-2-yloxy)-cyclohexylamine), COC1=CC=CC2=C1N=C(S2)O[C@@H]2CC[C@H](CC2)N (trans-4-(4-methoxy-benzothiazol-2-yloxy)-cyclohexylamine), O=C1COC2=C(N1)C=C(C=C2)C=O (3-oxo-3,4-dihydro-2H-benzo[1,4]oxazine-6-carbaldehyde). Run in ClCCCl (DCE), CO (MeOH). Reaction conditions: time 8 hour. The product is COC1=CC=CC2=C1N=C(S2)O[C@@H]2CC[C@H](CC2)NCC=2C=CC1=C(NC(CO1)=O)C2 (6-{[trans-4-(4-methoxy-benzothiazol-2-yloxy)-cyclohexylamino]-methyl}-4H-benzo[1,4]oxazin-3-one). The yield is 16.4%. As a reaction SMILES: [CH3:1][O:2][C:3]1[C:8]2[N:9]=[C:10]([O:12][C@H:13]3[CH2:18][CH2:17][C@H:16]([NH2:19])[CH2:15][CH2:14]3)[S:11][C:7]=2[CH:6]=[CH:5][CH:4]=1.[O:20]=[C:21]1[NH:26][C:25]2[CH:27]=[C:28]([CH:31]=O)[CH:29]=[CH:30][C:24]=2[O:23][CH2:22]1.[BH4-].[Na+]>ClCCCl.CO>[CH3:1][O:2][C:3]1[C:8]2[N:9]=[C:10]([O:12][C@H:13]3[CH2:18][CH2:17][C@H:16]([NH:19][CH2:31][C:28]4[CH:29]=[CH:30][C:24]5[O:23][CH2:22][C:21](=[O:20])[NH:26][C:25]=5[CH:27]=4)[CH2:15][CH2:14]3)[S:11][C:7]=2[CH:6]=[CH:5][CH:4]=1 |f:2.3|. Procedure: trans-4-(4-methoxy-benzothiazol-2-yloxy)-cyclohexylamine (0.5 mmol, intermediate 25.b) and 3-oxo-3,4-dihydro-2H-benzo[1,4]oxazine-6-carbaldehyde (0.5 mmol) were dissolved in DCE (4 ml) and MeOH (4 ml). The mixture was stirred at RT overnight, NaBH4 (1 eq) was added and stirring continued for 1 h. The reaction mixture was partitioned between DCM and NH4OH. The organic layer was dried over MgSO4 and concentrated under reduced pressure. Purification by chromatography (EtOAc/MeOH 9:1 +1% NH4OH) and ... Starting materials: N (ammonia), FC(OC1=CC=C(C=C1)C=CC(=O)O)F (3-(4-difluoromethoxy-phenyl)-acrylic acid), C(C(=O)Cl)(=O)Cl (oxalyl chloride). Run in O1CCCC1 (tetrahydrofuran), CN(C=O)C (N,N-dimethylformamide), O1CCCC1 (tetrahydrofuran). Reaction conditions: temperature 2.5 celsius, time 2 hour. Product: FC(OC1=CC=C(C=C1)C=CC(=O)N)F (3-(4-Difluoromethoxy-phenyl)-acrylamide). As a reaction SMILES: [F:1][CH:2]([F:15])[O:3][C:4]1[CH:9]=[CH:8][C:7]([CH:10]=[CH:11][C:12](O)=[O:13])=[CH:6][CH:5]=1.C(Cl)(=O)C(Cl)=O.[NH3:22]>O1CCCC1.CN(C)C=O>[F:1][CH:2]([F:15])[O:3][C:4]1[CH:9]=[CH:8][C:7]([CH:10]=[CH:11][C:12]([NH2:22])=[O:13])=[CH:6][CH:5]=1. Procedure details: To a suspension of 8.70 g (40.6 mmol) 3-(4-difluoromethoxy-phenyl)-acrylic acid in 60.0 ml tetrahydrofuran and 0.6 ml N,N-dimethylformamide a solution of 5.14 ml (60.9 mmol) oxalyl chloride in 10 ml tetrahydrofuran was added dropwise at 0° C. within 10 min. Stirring was continued at 0-5° C. for 30 min. and 2 h at room temperature thereafter. The resulting solution was cooled to 0-5° C. again and then added within 15 min. to 150 ml of a 25% aqueous ammonia solution. The separating oil was collect... Reactants: CC(C)CC(CNOCc1ccccc1)C(=O)O, CC(=O)OC(C)=O, O=CO. Yields the product CC(C)CC(CN(C=O)OCc1ccccc1)C(=O)O. Reaction SMILES: [CH2:1]([c:2]1[cH:3][cH:4][cH:5][cH:6][cH:7]1)[O:8][NH:9][CH2:10][CH:11]([C:12](=[O:13])[OH:14])[CH2:15][CH:16]([CH3:17])[CH3:18].[CH3:22][C:23]([O:24][C:25](=[O:26])[CH3:27])=[O:28].[CH:19](=[O:20])[OH:21]>>[CH2:1]([c:2]1[cH:3][cH:4][cH:5][cH:6][cH:7]1)[O:8][N:9]([CH2:10][CH:11]([C:12](=[O:13])[OH:14])[CH2:15][CH:16]([CH3:17])[CH3:18])[CH:19]=[O:20]. The reactants are CO, CCCC1CN(C(=O)OC(C)(C)C)CC(OCc2ccc3ccccc3c2)C1c1ccc(Cl)cc1, Cl. Yields the product CCCC1CNCC(OCc2ccc3ccccc3c2)C1c1ccc(Cl)cc1. As a reaction SMILES: [CH3:37][OH:38].[Cl:1][c:2]1[cH:3][cH:4][c:5]([CH:8]2[CH:9]([O:24][CH2:25][c:26]3[cH:27][c:28]4[cH:29][cH:30][cH:31][cH:32][c:33]4[cH:34][cH:35]3)[CH2:10][N:11]([C:17]([O:18][C:19]([CH3:20])([CH3:21])[CH3:22])=[O:23])[CH2:12][CH:13]2[CH2:14][CH2:15][CH3:16])[cH:6][cH:7]1.[ClH:36]>>[Cl:1][c:2]1[cH:3][cH:4][c:5]([CH:8]2[CH:9]([O:24][CH2:25][c:26]3[cH:27][c:28]4[cH:29][cH:30][cH:31][cH:32][c:33]4[cH:34][cH:35]3)[CH2:10][NH:11][CH2:12][CH:13]2[CH2:14][CH2:15][CH3:16])[cH:6][cH:7]1.